Dataset: the Open Reaction Database (ORD), a public repository of structured organic reaction records. Task: describe an organic reaction: reactants, conditions, products, and yield Reactants: CC(=O)OC(C)=O, Cn1c(N)c(N)c(=O)n(C)c1=O. Yields the product CC(=O)Nc1c(N)n(C)c(=O)n(C)c1=O. RXN SMILES: [CH3:13][C:14](=[O:15])[O:16][C:17](=[O:18])[CH3:19].[NH2:1][c:2]1[n:3]([CH3:12])[c:4](=[O:11])[n:5]([CH3:10])[c:6](=[O:9])[c:7]1[NH2:8]>>[NH2:1][c:2]1[n:3]([CH3:12])[c:4](=[O:11])[n:5]([CH3:10])[c:6](=[O:9])[c:7]1[NH:8][C:14]([CH3:13])=[O:15]. Reactants: NC=1C=C(C(=O)OC)C=CC1NC1=CC=C(C=C1)F (Methyl 3-amino-4-((4-fluorophenyl)amino)benzoate), C(=O)(N1C=NC=C1)N1C=NC=C1 (1,1′-carbonyldiimidazole). Solvent: CN(C)C=O (DMF). Conditions: temperature 90 celsius. Product: FC1=CC=C(C=C1)N1C(NC2=C1C=CC(=C2)C(=O)OC)=O (Methyl 1-(4-fluorophenyl)-2-oxo-2,3-dihydro-1H-benzo[d]imidazole-5-carboxylate). As a reaction SMILES: [NH2:1][C:2]1[CH:3]=[C:4]([CH:9]=[CH:10][C:11]=1[NH:12][C:13]1[CH:18]=[CH:17][C:16]([F:19])=[CH:15][CH:14]=1)[C:5]([O:7][CH3:8])=[O:6].[C:20](N1C=CN=C1)(N1C=CN=C1)=[O:21]>CN(C=O)C>[F:19][C:16]1[CH:17]=[CH:18][C:13]([N:12]2[C:11]3[CH:10]=[CH:9][C:4]([C:5]([O:7][CH3:8])=[O:6])=[CH:3][C:2]=3[NH:1][C:20]2=[O:21])=[CH:14][CH:15]=1. Procedure details: A mixture of 60d (0.20 g, 0.826 mmol) and 1,1′-carbonyldiimidazole (0.535 g, 3.3 mmol) in DMF (8 mL) was heated at 90° C. for 2 h. The solvent was removed and the residue was triturated with water (15 mL). The resulting precipitate was collected by filtration and washed several times with water. The crude product 60i was used in the next reaction without further purification. MS m/z (M+H+) 287.1. Reactants: N1C(=O)N=C(N)C=C1 (cytosine), CN(C(C(F)(F)F)=O)[Si](C)(C)C (N-methyl-N-trimethylsilyltrifluoroacetamide). Solvent: ClCCl (dichloromethane). Run at temperature -30 celsius. Yields the product C[Si](C)(C)N(C1=NC(NC=C1)=O)[Si](C)(C)C (bis-trimethylsilylcytosine). As a reaction SMILES: [NH:1]1[CH:8]=[CH:7][C:5]([NH2:6])=[N:4][C:2]1=[O:3].CN([Si:17]([CH3:20])([CH3:19])[CH3:18])C(=O)C(F)(F)F>ClCCl>[CH3:18][Si:17]([N:6]([Si:17]([CH3:20])([CH3:19])[CH3:18])[C:5]1[CH:7]=[CH:8][NH:1][C:2](=[O:3])[N:4]=1)([CH3:20])[CH3:19]. Procedure details: A bis-trimethylsilylcytosine solution was prepared by suspending 5.78 g of cytosine in 75 ml of dichloromethane and adding 20.57 ml of N-methyl-N-trimethylsilyltrifluoroacetamide and cooling the resulting solution to -30° C. Starting materials: COc1ccc(-c2nc(Sc3ccncc3)[nH]c2-c2ccc(OC)cc2)cc1, ClCCl, O=C(OO)c1cccc(Cl)c1. Product: COc1ccc(-c2nc(S(=O)c3ccncc3)[nH]c2-c2ccc(OC)cc2)cc1. Reaction SMILES: [CH3:12][O:13][c:14]1[cH:15][cH:16][c:17](-[c:20]2[n:21][c:22]([S:33][c:34]3[cH:35][cH:36][n:37][cH:38][cH:39]3)[nH:23][c:24]2-[c:25]2[cH:26][cH:27][c:28]([O:31][CH3:32])[cH:29][cH:30]2)[cH:18][cH:19]1.[Cl:40][CH2:41][Cl:42].[OH:1][O:2][C:3]([c:4]1[cH:5][c:6]([Cl:7])[cH:8][cH:9][cH:10]1)=[O:11]>>[O:1]=[S:33]([c:22]1[nH:21][c:20](-[c:17]2[cH:16][cH:15][c:14]([O:13][CH3:12])[cH:19][cH:18]2)[c:24](-[c:25]2[cH:26][cH:27][c:28]([O:31][CH3:32])[cH:29][cH:30]2)[n:23]1)[c:34]1[cH:35][cH:36][n:37][cH:38][cH:39]1. Starting materials: C(=O)(O)C=1C=C2CCC(NC2=CC1)=O (6-carboxy-3,4-dihydrocarbostyril), ClC(=O)OCC(C)C (isobutyl chloroformate), C(C1=CC=CC=C1)N1CCNCC1 (benzylpiperazine), [Cl-].[Na+] (sodium chloride). Run in C(C)OCC (diethyl ether), CN(C=O)C (dimethylformamide), CN(C=O)C (dimethylformamide), C(C)N(CC)CC (triethylamine), CN(C=O)C (dimethylformamide). Reaction conditions: time 30 minute. Yields the product C(C1=CC=CC=C1)N1CCN(CC1)C(=O)C=1C=C2CCC(NC2=CC1)=O (6-(4-benzyl-1-piperazinylcarbonyl)-3,4-dihydrocarbostyril). Yield: 37.2%. Reaction SMILES: [C:1]([C:4]1[CH:5]=[C:6]2[C:11](=[CH:12][CH:13]=1)[NH:10][C:9](=[O:14])[CH2:8][CH2:7]2)([OH:3])=O.ClC(OCC(C)C)=O.[CH2:23]([N:30]1[CH2:35][CH2:34][NH:33][CH2:32][CH2:31]1)[C:24]1[CH:29]=[CH:28][CH:27]=[CH:26][CH:25]=1.[Cl-].[Na+]>CN(C)C=O.C(OCC)C.C(N(CC)CC)C>[CH2:23]([N:30]1[CH2:35][CH2:34][N:33]([C:1]([C:4]2[CH:5]=[C:6]3[C:11](=[CH:12][CH:13]=2)[NH:10][C:9](=[O:14])[CH2:8][CH2:7]3)=[O:3])[CH2:32][CH2:31]1)[C:24]1[CH:25]=[CH:26][CH:27]=[CH:28][CH:29]=1 |f:3.4|. Reported procedure: To a solution of 50 ml of dimethylformamide with 5.0 g of 6-carboxy-3,4-dihydrocarbostyril and 4 ml of triethylamine, 3.87 g of isobutyl chloroformate in 2 ml of dimethylformamide solution was added dropwise. After stirring at a room temperature for 30 minutes, 5.5 g of benzylpiperazine in 3 ml of dimethylformamide solution was added to the former solution and stirred at a room temperature for 30 minutes, then stirred continuously at 50°-60° C. for 1 hour. The reaction mixture was poured into a ... The reactants are C1CCOC1, COC(=O)C(Cc1ccc2c(c1)OCC(c1ccc(OCc3ccc(Cl)c(Cl)c3)cc1)O2)NS(=O)(=O)c1ccc([N+](=O)[O-])cc1, CC(C)OC(=O)N=NC(=O)OC(C)C, c1ccc(P(c2ccccc2)c2ccccc2)cc1, CCC(O)c1ccccc1. Product: CCC(NC(Cc1ccc2c(c1)OCC(c1ccc(OCc3ccc(Cl)c(Cl)c3)cc1)O2)C(=O)OC)c1ccccc1. RXN SMILES: [CH2:89]1[O:90][CH2:91][CH2:92][CH2:93]1.[CH3:1][O:2][C:3]([CH:4]([CH2:5][c:6]1[cH:7][c:8]2[c:9]([cH:30][cH:31]1)[O:10][CH:11]([c:14]1[cH:15][cH:16][c:17]([O:20][CH2:21][c:22]3[cH:23][c:24]([Cl:29])[c:25]([Cl:28])[cH:26][cH:27]3)[cH:18][cH:19]1)[CH2:12][O:13]2)[NH:32][S:33]([c:34]1[cH:35][cH:36][c:37]([N+:38]([O-:39])=[O:40])[cH:41][cH:42]1)(=[O:43])=[O:44])=[O:45].[O:75]=[C:76]([O:77][CH:78]([CH3:79])[CH3:80])[N:81]=[N:82][C:83]([O:84][CH:85]([CH3:86])[CH3:87])=[O:88].[c:46]1([P:47]([c:48]2[cH:49][cH:50][cH:51][cH:52][cH:53]2)[c:54]2[cH:55][cH:56][cH:57][cH:58][cH:59]2)[cH:60][cH:61][cH:62][cH:63][cH:64]1.[c:65]1([CH:71]([CH2:72][CH3:73])[OH:74])[cH:66][cH:67][cH:68][cH:69][cH:70]1>>[CH3:1][O:2][C:3]([CH:4]([CH2:5][c:6]1[cH:7][c:8]2[c:9]([cH:30][cH:31]1)[O:10][CH:11]([c:14]1[cH:15][cH:16][c:17]([O:20][CH2:21][c:22]3[cH:23][c:24]([Cl:29])[c:25]([Cl:28])[cH:26][cH:27]3)[cH:18][cH:19]1)[CH2:12][O:13]2)[NH:32][CH:71]([c:65]1[cH:66][cH:67][cH:68][cH:69][cH:70]1)[CH2:72][CH3:73])=[O:45].